Dataset: the Open Reaction Database (ORD), a public repository of structured organic reaction records. Task: describe an organic reaction: reactants, conditions, products, and yield The reactants are FC(S(=O)(=O)O\C=C/C(=O)OCC)(F)F (ethyl (Z)-3-{[(trifluoromethyl)sulfonyl]-oxy}-2-propenoate), P(=O)([O-])([O-])[O-].[K+].[K+].[K+] (potassium phosphate), C(#N)C=1C=C(C=CC1)B(O)O (3-cyanophenyl boronic acid), tetrakis (triphenylphosphine)palladium(0). The solvent is O1CCOCC1 (dioxane). Run at time 8 hour. Yields the product C(#N)C=1C=C(C=CC1)\C=C/C(=O)OCC (ethyl (Z) 3-(3-cyanophenyl)-2-propenoate). The yield is 95.4%. RXN SMILES: FC(F)(F)S(O/[CH:7]=[CH:8]\[C:9]([O:11][CH2:12][CH3:13])=[O:10])(=O)=O.P([O-])([O-])([O-])=O.[K+].[K+].[K+].[C:24]([C:26]1[CH:27]=[C:28](B(O)O)[CH:29]=[CH:30][CH:31]=1)#[N:25]>O1CCOCC1>[C:24]([C:26]1[CH:31]=[C:30](/[CH:7]=[CH:8]\[C:9]([O:11][CH2:12][CH3:13])=[O:10])[CH:29]=[CH:28][CH:27]=1)#[N:25] |f:1.2.3.4|. Procedure: To a solution of ethyl (Z)-3-{[(trifluoromethyl)sulfonyl]-oxy}-2-propenoate (330 mg, 1.25 mmol) in 5 ml anhydrous dioxane was added potassium phosphate (398 mg, 1.88 mmol), 3-cyanophenyl boronic acid (185 mg, 1.25 mmol), and tetrakis (triphenylphosphine)palladium(0) (36 mg, 0.031 mmol). Reaction mixture was heated to reflux and stirred overnight. Mixture was filtered through a pad of Celite, diluted with 50 ml ethyl acetate, washed with 2×50 ml water, 2×50 ml saturated brine solution, dried over... Starting materials: ClC1=C(C=CC(=C1)CCC(C)=O)C1=CC=CC=C1 (4-(2-chloro-4-biphenylyl)-2-butanone). The solvent is C1=CC=CC=C1.C(C)(=O)OCC (benzene ethyl acetate). The product is ClC1=C(C=CC(=C1)CCC(C)O)C1=CC=CC=C1 (4-(2-Chloro-4-biphenylyl)-2-butanol). Isolated yield 78.0%. As a reaction SMILES: [Cl:1][C:2]1[CH:7]=[C:6]([CH2:8][CH2:9][C:10](=[O:12])[CH3:11])[CH:5]=[CH:4][C:3]=1[C:13]1[CH:18]=[CH:17][CH:16]=[CH:15][CH:14]=1>C1C=CC=CC=1.C(OCC)(=O)C>[Cl:1][C:2]1[CH:7]=[C:6]([CH2:8][CH2:9][CH:10]([OH:12])[CH3:11])[CH:5]=[CH:4][C:3]=1[C:13]1[CH:14]=[CH:15][CH:16]=[CH:17][CH:18]=1 |f:1.2|. Reported procedure: 4-(2-Chloro-4-biphenylyl)-2-butanol was prepared analogous to Example 26 from 4-(2-chloro-4-biphenylyl)-2-butanone with a yield of 78% of theory. The product was obtained as a colorless, viscous, non-crystallizing oil after chromatography on silicagel (Rf -value 0.60, prepared silicagel plates, thickness of layer 0.25 mm; benzene/ethyl acetate, ratio by volume 1:1, as eluant), which was characterized by IR-, UV-, NMR-spectra and by elementary analysis.